This data is from the Open Reaction Database (ORD), a public repository of structured organic reaction records. The task is: describe an organic reaction: reactants, conditions, products, and yield Reactants: N=1NN=NC1C1=NN=C(S1)N1CCC(CC1)OC1=C(C=CC=C1)C(F)(F)F (1-[5-(2H-tetrazol-5-yl)-1,3,4-thiadiazol-2-yl]-4-[2-(trifluoromethyl)phenoxy]piperidine), [H-].[Na+] (NaH), BrCC(=O)OCC (ethyl bromoacetate), Cl (HCl). Solvent: CN(C)C=O (DMF). Conditions: temperature 0 celsius. Product: FC(C1=C(OC2CCN(CC2)C2=NN=C(S2)C=2N=NN(N2)CC(=O)OCC)C=CC=C1)(F)F (ethyl [5-(5-{4-[2-(trifluoromethyl)phenoxy]piperidin-1-yl}-1,3,4-thiadiazol-2-yl)-2H-tetrazol-2-yl]acetate), EtOAc hexanes. The yield is 50.0%. As a reaction SMILES: [N:1]1[NH:2][N:3]=[N:4][C:5]=1[C:6]1[S:10][C:9]([N:11]2[CH2:16][CH2:15][CH:14]([O:17][C:18]3[CH:23]=[CH:22][CH:21]=[CH:20][C:19]=3[C:24]([F:27])([F:26])[F:25])[CH2:13][CH2:12]2)=[N:8][N:7]=1.[H-].[Na+].Br[CH2:31][C:32]([O:34][CH2:35][CH3:36])=[O:33].Cl>CN(C=O)C>[F:25][C:24]([F:27])([F:26])[C:19]1[CH:20]=[CH:21][CH:22]=[CH:23][C:18]=1[O:17][CH:14]1[CH2:13][CH2:12][N:11]([C:9]2[S:10][C:6]([C:5]3[N:1]=[N:2][N:3]([CH2:31][C:32]([O:34][CH2:35][CH3:36])=[O:33])[N:4]=3)=[N:7][N:8]=2)[CH2:16][CH2:15]1 |f:1.2|. Procedure: A solution of 1-[5-(2H-tetrazol-5-yl)-1,3,4-thiadiazol-2-yl]-4-[2-(trifluoromethyl)phenoxy]piperidine (262 mg, 0.66 mmol) in DMF (5 mL) was treated with NaH (60% in oil) (42 mg, 1.05 mmol) at −78° C. The mixture was warmed to 0° C. and, after 10 min, ethyl bromoacetate (150 μL, 1.35 mmol) was added dropwise. The final reaction mixture was warmed and stirred at room temperature until TLC indicated disappearance of the starting material. The reaction mixture was poured into aqueous 1 N HCl, extrac... The reactants are N1C=NC=C1 (imidazole), C[O-].[Na+] (sodium methoxide). The solvent is ClC1=CC=CC=C1 (chlorobenzene). Run at temperature 90 celsius, time 1 hour. Yields the product C(=O)(N1C=NC=C1)N1C=NC=C1 (carbonyidiimidazole). The yield is 84.0%. Reaction SMILES: [NH:1]1[CH:5]=[CH:4][N:3]=[CH:2]1.[CH3:6][O-:7].[Na+]>ClC1C=CC=CC=1>[C:6]([N:1]1[CH:5]=[CH:4][N:3]=[CH:2]1)([N:1]1[CH:5]=[CH:4][N:3]=[CH:2]1)=[O:7] |f:1.2|. Procedure details: 286.0 g of imidazole were introduced into 1400 g of chlorobenzene in a flask fitted with column and distillation bridge. 720 g of 30% strength methanolic sodium methoxide solution were added dropwise. First methanol was removed by distillation, followed by 300 ml of chlorobenzene. 202 g of phosgene were subsequently passed in at 80-85° C. over the course of one hour. When the addition was complete, the mixture was stirred at 90° C. for a further 1 hour while a vigorous stream of nitrogen was pas... Reactants: COc1ccc(C)cc1C1(O)C(=O)Nc2ncc(Br)cc21, COc1cccc(OC(F)(F)F)c1, O=S(=O)(Cl)Cl. Yields the product COc1ccc(S(=O)(=O)N2C(=O)C(O)(c3cc(C)ccc3OC)c3cc(Br)cnc32)c(OC(F)(F)F)c1. Reaction SMILES: [Br:1][c:2]1[cH:3][c:4]2[c:5]([n:6][cH:7]1)[NH:8][C:9](=[O:21])[C:10]2([c:11]1[c:12]([O:18][CH3:19])[cH:13][cH:14][c:15]([CH3:17])[cH:16]1)[OH:20].[CH3:27][O:28][c:29]1[cH:30][c:31]([O:35][C:36]([F:37])([F:38])[F:39])[cH:32][cH:33][cH:34]1.[S:22](=[O:23])(=[O:24])([Cl:25])[Cl:26]>>[Br:1][c:2]1[cH:3][c:4]2[c:5]([n:6][cH:7]1)[N:8]([S:22](=[O:23])(=[O:24])[c:32]1[c:31]([O:35][C:36]([F:37])([F:38])[F:39])[cH:30][c:29]([O:28][CH3:27])[cH:34][cH:33]1)[C:9](=[O:21])[C:10]2([c:11]1[c:12]([O:18][CH3:19])[cH:13][cH:14][c:15]([CH3:17])[cH:16]1)[OH:20]. The reactants are N[C@@H]1[C@@H](CN(CC1)C(=O)OC(C)(C)C)OC (tert-butyl cis(±)-4-amino-3-methoxypiperidine-1-carboxylate), CCN=C=NCCCN(C)C.Cl (WSC hydrochloride), C=1C=CC2=C(C1)N=NN2O (HOBT), N[C@@H]1[C@@H](CN(CC1)C(=O)OC(C)(C)C)OC (tert-Butyl cis(±)-4-amino-3-methoxypiperidine-1-carboxylate), ClC=1N=C(NC1CCC)C(=O)O (4-chloro-5-propyl-1H-imidazole-2-carboxylic acid). Yields the product ClC=1N=C(NC1CCC)C(=O)N[C@@H]1[C@@H](CN(CC1)C(=O)OC(C)(C)C)OC (tert-Butyl cis(±)-4-{[(4-chloro-5-propyl-1H-imidazol-2-yl)carbonyl]amino}-3-methoxypiperidine-1-carboxylate). RXN SMILES: [NH2:1][C@H:2]1[CH2:7][CH2:6][N:5]([C:8]([O:10][C:11]([CH3:14])([CH3:13])[CH3:12])=[O:9])[CH2:4][C@H:3]1[O:15][CH3:16].[Cl:17][C:18]1[N:19]=[C:20]([C:26](O)=[O:27])[NH:21][C:22]=1[CH2:23][CH2:24][CH3:25].CCN=C=NCCCN(C)C.Cl.C1C=CC2N(O)N=NC=2C=1>>[Cl:17][C:18]1[N:19]=[C:20]([C:26]([NH:1][C@H:2]2[CH2:7][CH2:6][N:5]([C:8]([O:10][C:11]([CH3:12])([CH3:13])[CH3:14])=[O:9])[CH2:4][C@H:3]2[O:15][CH3:16])=[O:27])[NH:21][C:22]=1[CH2:23][CH2:24][CH3:25] |f:2.3|. Reported procedure: The same operation as in Example (1g) was performed using tert-butyl cis(±)-4-amino-3-methoxypiperidine-1-carboxylate obtained by the method described in Example (1e) (0.39 g, 1.69 mmol), 4-chloro-5-propyl-1H-imidazole-2-carboxylic acid obtained in Example (46d) (0.16 g, 0.85 mmol), WSC hydrochloride (0.50 g, 2.58 mmol) and HOBT (0.12 g, 0.87 mmol), to obtain 0.32 g of the title compound as a white foamy substance (94%).